From a dataset of the Open Reaction Database (ORD), a public repository of structured organic reaction records. describe an organic reaction: reactants, conditions, products, and yield Starting materials: ClCCl, C#CCN(C)c1nc(CO)cs1. Product: C#CCN(C)c1nc(C=O)cs1. Reaction SMILES: [CH2:13]([Cl:14])[Cl:15].[CH3:1][N:2]([c:3]1[s:4][cH:5][c:6]([CH2:8][OH:9])[n:7]1)[CH2:10][C:11]#[CH:12]>>[CH3:1][N:2]([c:3]1[s:4][cH:5][c:6]([CH:8]=[O:9])[n:7]1)[CH2:10][C:11]#[CH:12].